The task is: describe an organic reaction: reactants, conditions, products, and yield. This data is from the Open Reaction Database (ORD), a public repository of structured organic reaction records. Starting materials: C(C1=CC=C(C=C1)OC)(=O)Cl (p-anisoyl chloride), O=P12OP3(=O)OP(=O)(O1)OP(=O)(O2)O3 (phosphorus pentoxide), [Sn](Cl)(Cl)(Cl)Cl (tin (IV) chloride), C[Si](C)(C)C#N (trimethylsilyl cyanide). The solvent is C(Cl)Cl (methylene chloride). Run at time 2 hour. The product is C(C1=CC=C(C=C1)OC)(=O)C#N (p-anisoyl cyanide). Yield: 90.0%. Reaction SMILES: [C:1](Cl)(=[O:10])[C:2]1[CH:7]=[CH:6][C:5]([O:8][CH3:9])=[CH:4][CH:3]=1.O=P12OP3(OP(OP(O3)(O1)=O)(=O)O2)=O.C[Si]([C:30]#[N:31])(C)C.[Sn](Cl)(Cl)(Cl)Cl>C(Cl)Cl>[C:1]([C:30]#[N:31])(=[O:10])[C:2]1[CH:7]=[CH:6][C:5]([O:8][CH3:9])=[CH:4][CH:3]=1. Procedure: p-Anisoyl cyanide was prepared according to the general procedure reported by G. A. Olah et al. [supra]. Under dry conditions, 1.8740 g of p-anisoyl chloride (99%, Aldrich) (10.98 mmol), 30 mL of methylene chloride, freshly distilled from phosphorus pentoxide under nitrogen, and 1.7 mL of trimethylsilyl cyanide (13 mmol) were added to a 100-mL round bottom flask. To this solution, 0.27 mL of tin (IV) chloride (2.3 mmol) was added. The reaction was stirred for 2 hr at room temperature. During the... Reactants: O=C([O-])[O-], CC(C)=O, O=C(CCc1ccc(CCl)cc1)Nc1ccc(-c2ccc(Cl)cc2)cc1, [K+], [K+], NCc1ccccc1. The product is O=C(CCc1ccc(CNCc2ccccc2)cc1)Nc1ccc(-c2ccc(Cl)cc2)cc1. RXN SMILES: [C:35](=[O:36])([O-:37])[O-:38].[CH3:41][C:42](=[O:43])[CH3:44].[Cl:1][c:2]1[cH:3][cH:4][c:5](-[c:8]2[cH:9][cH:10][c:11]([NH:14][C:15]([CH2:16][CH2:17][c:18]3[cH:19][cH:20][c:21]([CH2:24][Cl:25])[cH:22][cH:23]3)=[O:26])[cH:12][cH:13]2)[cH:6][cH:7]1.[K+:39].[K+:40].[NH2:27][CH2:28][c:29]1[cH:30][cH:31][cH:32][cH:33][cH:34]1>>[Cl:1][c:2]1[cH:3][cH:4][c:5](-[c:8]2[cH:9][cH:10][c:11]([NH:14][C:15]([CH2:16][CH2:17][c:18]3[cH:19][cH:20][c:21]([CH2:24][NH:27][CH2:28][c:29]4[cH:30][cH:31][cH:32][cH:33][cH:34]4)[cH:22][cH:23]3)=[O:26])[cH:12][cH:13]2)[cH:6][cH:7]1.